From a dataset of the Open Reaction Database (ORD), a public repository of structured organic reaction records. describe an organic reaction: reactants, conditions, products, and yield Starting materials: ( d ), [N+](=O)([O-])NC1=NON=C1[N+](=O)[O-] (3-Nitroamino-4-nitrofurazan), ( s ), ( m ), ( s ). The reagents and catalysts are CO (methanol). The solvent is 3. Conditions: time 16 hour. Product: [N+](=O)([O-])NC1=NON=C1[N+](=O)[O-].O[NH3+] (Hydroxylammonium 3-Nitroamino-4-Nitrofurazan). As a reaction SMILES: [N+:1]([NH:4][C:5]1[C:9]([N+:10]([O-:12])=[O:11])=[N:8][O:7][N:6]=1)([O-:3])=[O:2]>CO>[N+:1]([NH:4][C:5]1[C:9]([N+:10]([O-:12])=[O:11])=[N:8][O:7][N:6]=1)([O-:3])=[O:2].[OH:2][NH3+:1] |f:2.3|. Procedure details: A dry clean 250 ml 3 neck round bottom flask equipped with a nitrogen port, magnetic stirring bar, thermocouple was set into an ice bath. 3-Nitroamino-4-nitrofurazan (5.0 grams 0.0285M) was added with 40 ml distilled water. Hydroxyl amine (HA) (11.5% wt in water) was preweighed into a vial, (8.20 grams 0.94 grams HA; 0.0285M). HA was added over three minutes with a pipet at a temperature not exceeding 3° C. The vial was rinsed with 2 mls H2O for quantitative transfer of its contents. Following t... Reactants: ClC=1C(NC(=CC1OCC1=C(C=C(C=C1)F)F)C)=O (3-chloro-4-[(2,4-difluorobenzyl)oxy]-6-methylpyridin-2(1H)-one), BrCC=1N=CC(=NC1)C(=O)OCC (ethyl 5-(bromomethyl)pyrazine-2-carboxylate), [H-].[Na+] (NaH). Run in C1CCOC1 (THF). Run at temperature 60 celsius, time 3.5 hour. Yields the product ClC=1C(N(C(=CC1OCC1=C(C=C(C=C1)F)F)C)CC=1N=CC(=NC1)C(=O)OCC)=O (Ethyl 5-{[3-chloro-4-[(2,4-difluorobenzyl)oxy]-6-methyl-2-oxopyridin-1(2H)-yl]methyl}pyrazine-2-carboxylate). RXN SMILES: [Cl:1][C:2]1[C:3](=[O:19])[NH:4][C:5]([CH3:18])=[CH:6][C:7]=1[O:8][CH2:9][C:10]1[CH:15]=[CH:14][C:13]([F:16])=[CH:12][C:11]=1[F:17].Br[CH2:21][C:22]1[N:23]=[CH:24][C:25]([C:28]([O:30][CH2:31][CH3:32])=[O:29])=[N:26][CH:27]=1.[H-].[Na+]>C1COCC1>[Cl:1][C:2]1[C:3](=[O:19])[N:4]([CH2:21][C:22]2[N:23]=[CH:24][C:25]([C:28]([O:30][CH2:31][CH3:32])=[O:29])=[N:26][CH:27]=2)[C:5]([CH3:18])=[CH:6][C:7]=1[O:8][CH2:9][C:10]1[CH:15]=[CH:14][C:13]([F:16])=[CH:12][C:11]=1[F:17] |f:2.3|. Reported procedure: To a mixture of 3-chloro-4-[(2,4-difluorobenzyl)oxy]-6-methylpyridin-2(1H)-one (0.59 g, 2.07 mmol) and ethyl 5-(bromomethyl)pyrazine-2-carboxylate (0.62 g, 2.4 mmol) in THF (15 mL) was added NaH (0.06 g, 2.4 mmol). The reaction stirred at 60° C. for 3.5 hours. The solvent was removed under reduced pressure and the residue was partitioned over dichloromethane and citric acid (5%). The organic extracts were washed with water and dried over Na2SO4 (anhydrous). The organic extracts were concentrated... Reactants: OBO, COC(=O)C(Cc1ccc(Br)cc1)NC(=O)c1c(Cl)cccc1Cl, COc1cccc(N(C)C)c1. The product is COC(=O)C(Cc1ccc(-c2c(OC)cccc2N(C)C)cc1)NC(=O)c1c(Cl)cccc1Cl. RXN SMILES: [BH:1]([OH:2])[OH:3].[CH3:15][O:16][C:17]([CH:18]([NH:19][C:20]([c:21]1[c:22]([Cl:28])[cH:23][cH:24][cH:25][c:26]1[Cl:27])=[O:29])[CH2:30][c:31]1[cH:32][cH:33][c:34]([Br:37])[cH:35][cH:36]1)=[O:38].[CH3:4][O:5][c:6]1[cH:7][c:8]([N:12]([CH3:13])[CH3:14])[cH:9][cH:10][cH:11]1>>[CH3:4][O:5][c:6]1[c:7](-[c:34]2[cH:33][cH:32][c:31]([CH2:30][CH:18]([C:17]([O:16][CH3:15])=[O:38])[NH:19][C:20]([c:21]3[c:22]([Cl:28])[cH:23][cH:24][cH:25][c:26]3[Cl:27])=[O:29])[cH:36][cH:35]2)[c:8]([N:12]([CH3:13])[CH3:14])[cH:9][cH:10][cH:11]1. Reactants: ClC=1C=C2N=C(C(=NC2=CC1)NN)OC (6-chloro-2-hydrazino-3-methoxyquinoxaline), C(CC)(OCC)(OCC)OCC (triethyl orthopropionate). Conditions: temperature 100 celsius, time 8 hour. The product is ClC=1C=C2N=C(C=3N(C2=CC1)C(=NN3)CC)OC (7-chloro-1-ethyl-4-methoxy-[1,2,4]triazolo-[4,3-a]quinoxaline). RXN SMILES: [Cl:1][C:2]1[CH:3]=[C:4]2[C:9](=[CH:10][CH:11]=1)[N:8]=[C:7]([NH:12][NH2:13])[C:6]([O:14][CH3:15])=[N:5]2.[C:16](OCC)(OCC)(OCC)[CH2:17][CH3:18]>>[Cl:1][C:2]1[CH:3]=[C:4]2[C:9](=[CH:10][CH:11]=1)[N:8]1[C:16]([CH2:17][CH3:18])=[N:13][N:12]=[C:7]1[C:6]([O:14][CH3:15])=[N:5]2. Reported procedure: A mixture consisting of 5.1 g. (0.022 mole) of 6-chloro-2-hydrazino-3-methoxyquinoxaline, the product of Preparation C(d), and 60 ml. of triethyl orthopropionate was heated with mechanical stirring in a preheated oil bath at 100° C. overnight (~16 hours). The resulting mixture was then cooled to room temperature (~20° C.), and the precipitate which formed was subsequently collected by means of suction filtration and washed with diethyl ether to ultimately afford 4.3 g. (75%) of pure 7-chloro-1-e... The reactants are OC1=C(C#N)C=CC(=C1)CN1C=NC=C1 (2-Hydroxy 4-imidazol-1-ylmethyl-benzonitrile), BrCC=1C=CC(=NC1)N1C(C=CC(=C1)Cl)=O (5'-bromomethyl-5-chloro-[1,2']bipyridinyl-2-one), CsCO3. The solvent is CN(C)C=O (DMF). Run at time 18 hour. Product: ClC=1C=CC(N(C1)C1=NC=C(C=C1)COC1=C(C#N)C=CC(=C1)CN1C=NC=C1)=O (2-(5-Chloro-2-oxo-2H-[1,2']bipyridinyl-5'-ylmethoxy)-4-imidazol-1-ylmethyl-benzonitrile). As a reaction SMILES: [OH:1][C:2]1[CH:9]=[C:8]([CH2:10][N:11]2[CH:15]=[CH:14][N:13]=[CH:12]2)[CH:7]=[CH:6][C:3]=1[C:4]#[N:5].Br[CH2:17][C:18]1[CH:19]=[CH:20][C:21]([N:24]2[CH:29]=[C:28]([Cl:30])[CH:27]=[CH:26][C:25]2=[O:31])=[N:22][CH:23]=1>CN(C=O)C>[Cl:30][C:28]1[CH:27]=[CH:26][C:25](=[O:31])[N:24]([C:21]2[CH:20]=[CH:19][C:18]([CH2:17][O:1][C:2]3[CH:9]=[C:8]([CH2:10][N:11]4[CH:15]=[CH:14][N:13]=[CH:12]4)[CH:7]=[CH:6][C:3]=3[C:4]#[N:5])=[CH:23][N:22]=2)[CH:29]=1. Procedure: 2-Hydroxy 4-imidazol-1-ylmethyl-benzonitrile (0.050 g, 0.25 mmol) and 5'-bromomethyl-5-chloro-[1,2']bipyridinyl-2-one (Example 10 Step 2) (0.079 g, 0.262 mmol) were dissolved in dry DMF (5 mL), treated with CsCO3 (0.123 g, 0.376 mmol) and stirred at ambient temperature for 18 hr. The reaction mixture was partitioned between EtOAc and aqueous satd NaHCO3 solution, the organic layer washed with H2O, brine, and dried (MgSO4). Chromatography (SiO2, 1-4% CH3OH in CH2Cl2) gave the title compound.